Dataset: the Open Reaction Database (ORD), a public repository of structured organic reaction records. Task: describe an organic reaction: reactants, conditions, products, and yield Starting materials: CN(C=C(C(=O)C1=CC(=C(C=C1)F)F)C1=CC=NC=C1)C (3-dimethylamino-1-(3,4-difluorophenyl)-2-(pyridin-4-yl)-2-propen-1-one), CN(C=C(C(=O)C1=CC=C(C=C1)F)C1=CC=NC=C1)C (3-dimethylamino-1-(4-fluorophenyl)-2-(pyridin-4-yl)-2-propen-1-one). The product is FC=1C=C(C=CC1F)C1=NNC=C1C1=CC=NC=C1 (3-(3,4-Difluorophenyl)-4-(pyridin-4-yl)-1H-pyrazole). The yield is 90.0%. As a reaction SMILES: C[N:2](C)[CH:3]=[C:4]([C:15]1[CH:20]=[CH:19][N:18]=[CH:17][CH:16]=1)[C:5]([C:7]1[CH:12]=[CH:11][C:10]([F:13])=[C:9]([F:14])[CH:8]=1)=O.C[N:23](C)C=C(C1C=CN=CC=1)C(C1C=CC(F)=CC=1)=O>>[F:14][C:9]1[CH:8]=[C:7]([C:5]2[C:4]([C:15]3[CH:20]=[CH:19][N:18]=[CH:17][CH:16]=3)=[CH:3][NH:2][N:23]=2)[CH:12]=[CH:11][C:10]=1[F:13]. Procedure details: The reaction was carried out in the same manner as in Example 1-2) except for using 2.54 g (8.81 mmol) of 3-dimethylamino-1-(3,4-difluorophenyl)-2-(pyridin-4-yl)-2-propen-1-one obtained in Example 6-1) in place of 3-dimethylamino-1-(4-fluorophenyl)-2-(pyridin-4-yl)-2-propen-1-one to obtain 2.05 g of the title compound as a white powder. (Yield: 90%) Reactants: CC(C)(C)OC(=O)C1CCCN1c1ccc(N2CC(CNC(=O)c3ccc(Cl)s3)OC2=O)cc1, ClCCl, O=C(O)C(F)(F)F. Product: O=C(NCC1CN(c2ccc(N3CCCC3)cc2)C(=O)O1)c1ccc(Cl)s1. Reaction SMILES: [Cl:1][c:2]1[cH:3][cH:4][c:5]([C:7](=[O:8])[NH:9][CH2:10][CH:11]2[CH2:12][N:13]([c:17]3[cH:18][cH:19][c:20]([N:23]4[CH:24]([C:25]([O:26][C:27]([CH3:28])([CH3:29])[CH3:30])=[O:31])[CH2:32][CH2:33][CH2:34]4)[cH:21][cH:22]3)[C:14](=[O:16])[O:15]2)[s:6]1.[Cl:35][CH2:36][Cl:37].[OH:38][C:39]([C:40]([F:41])([F:42])[F:43])=[O:44]>>[Cl:1][c:2]1[cH:3][cH:4][c:5]([C:7](=[O:8])[NH:9][CH2:10][CH:11]2[CH2:12][N:13]([c:17]3[cH:18][cH:19][c:20]([N:23]4[CH2:24][CH2:32][CH2:33][CH2:34]4)[cH:21][cH:22]3)[C:14](=[O:16])[O:15]2)[s:6]1. Reactants: CC(=O)OC1CN2C(C1OC(=O)C)C(C=CC2=O)OC(=O)C ((1S,2R,8R,8aR)-1,2,8-triacetoxy-1,2,3,5,8,8a-hexahydro-5-oxyindolizine), [H][H] (hydrogen). Solvent: C(C)O (ethanol). Reaction conditions: time 8 hour. The product is CC(=O)O[C@@H]1CCC(N2[C@H]1[C@@H]([C@@H](C2)OC(=O)C)OC(=O)C)O ((1S,2R,8R,8aR)-1,2,8-triacetoxy-octahydro-5-oxyindolizine). Reaction SMILES: [CH3:1][C:2]([O:4][CH:5]1[CH:9]([O:10][C:11]([CH3:13])=[O:12])[CH:8]2[CH:14]([O:19][C:20]([CH3:22])=[O:21])[CH:15]=[CH:16][C:17](=[O:18])[N:7]2[CH2:6]1)=[O:3].[H][H]>C(O)C>[CH3:22][C:20]([O:19][C@H:14]1[C@@H:8]2[C@H:9]([O:10][C:11]([CH3:13])=[O:12])[C@H:5]([O:4][C:2]([CH3:1])=[O:3])[CH2:6][N:7]2[CH:17]([OH:18])[CH2:16][CH2:15]1)=[O:21]. Procedure details: (1S,2R,8R,8aR)-1,2,8-triacetoxy-1,2,3,5,8,8a-hexahydro-5-oxyindolizine, 13, 22 g (0.070 mole), was hydrogenated at atmospheric pressure of hydrogen in 400 mL ethanol containing 3 g 10% Pd on carbon. The reaction was allowed to proceed overnight. The catalyst was filtered, and the filtrate was evaporated to dryness. The crystalline residue was taken up in ether and hexane and filtered to afford (1S,2R,8R,8aR)-1,2,8-triacetoxy-octahydro-5-oxyindolizine, 14, 21.4 g (0.068 mole; 97%) as a white crys... Starting materials: ClC=1OC(=C(N1)C(OC)OC)C1=CC=C(C=C1)C(F)(F)F (2-chloro-4-(dimethoxymethyl)-5-(4-(trifluoromethyl)phenyl)oxazole), C(C(=O)O)(=O)O (oxalic acid), O (water), C(C(=O)O)(=O)O (oxalic acid), Cl (HCl). The solvent is C1CCOC1 (THF), C1CCOC1 (THF). The product is EtOAc hexanes, ClC=1OC(=C(N1)C=O)C1=CC=C(C=C1)C(F)(F)F (2-chloro-5-(4-(trifluoromethyl)phenyl)oxazole-4-carbaldehyde). The yield is 83.0%. Reaction SMILES: [Cl:1][C:2]1[O:3][C:4]([C:12]2[CH:17]=[CH:16][C:15]([C:18]([F:21])([F:20])[F:19])=[CH:14][CH:13]=2)=[C:5]([CH:7](OC)[O:8]C)[N:6]=1.C(O)(=O)C(O)=O.O.Cl>C1COCC1>[Cl:1][C:2]1[O:3][C:4]([C:12]2[CH:13]=[CH:14][C:15]([C:18]([F:21])([F:19])[F:20])=[CH:16][CH:17]=2)=[C:5]([CH:7]=[O:8])[N:6]=1. Reported procedure: A mixture of Example 52D (1.59 g, 4.94 mmol) and oxalic acid (0.71 g, 7.9 mmol) in THF (16 mL)/water (8 mL) was stirred at ambient temperature for 2 hr. Additional oxalic acid (0.71 g, 7.9 mmol) and THF (16 mL) were added and the reaction mixture was stirred for 2 additional hr. HCl (4 N in dioxane, 5 mL) was then added and the reaction mixture was stirred 16 hr at ambient temperature, and then quenched by addition of saturated aq Na2CO3 solution (10 mL). The mixture was partitioned between Et2O... Reactants: C(#C)C1=CC=C(C=C1)CO ((4-ethynyl-phenyl)-methanol), TEA, C(C)(C)(C)OC(CSC1=NC2=C(N1)C=C(C(=C2)I)Cl)=O ((6-chloro-5-iodo-1H-benzoimidazol-2-ylsulfanyl)-acetic acid tert-butyl ester), C(C)(C)(C)OC(CSC1=NC2=C(N1)C=C(C(=C2)I)Cl)=O ((6-chloro-5-iodo-1H-benzoimidazol-2-ylsulfanyl)-acetic acid tert-butyl ester). Reagents/catalysts: [Cu](I)I (copper iodide), Cl[Pd]([P](C1=CC=CC=C1)(C2=CC=CC=C2)C3=CC=CC=C3)([P](C4=CC=CC=C4)(C5=CC=CC=C5)C6=CC=CC=C6)Cl (Pd(PPh3)2Cl2). Solvent: CN(C)C=O (DMF), CN(C)C=O (DMF). Conditions: temperature 120 celsius. Yields the product C(C)(C)(C)OC(CSC1=NC2=C(N1)C=C(C(=C2)C#CC2=CC=C(C=C2)CO)Cl)=O ([6-Chloro-5-(4-hydroxymethyl-phenylethynyl)-1H-benzoimidazol-2-ylsulfanyl]-acetic acid tert-butyl ester). Reaction SMILES: [C:1]([O:5][C:6](=[O:20])[CH2:7][S:8][C:9]1[NH:13][C:12]2[CH:14]=[C:15]([Cl:19])[C:16](I)=[CH:17][C:11]=2[N:10]=1)([CH3:4])([CH3:3])[CH3:2].[C:21]([C:23]1[CH:28]=[CH:27][C:26]([CH2:29][OH:30])=[CH:25][CH:24]=1)#[CH:22]>CN(C=O)C.[Cu](I)I.Cl[Pd](Cl)([P](C1C=CC=CC=1)(C1C=CC=CC=1)C1C=CC=CC=1)[P](C1C=CC=CC=1)(C1C=CC=CC=1)C1C=CC=CC=1>[C:1]([O:5][C:6](=[O:20])[CH2:7][S:8][C:9]1[NH:13][C:12]2[CH:14]=[C:15]([Cl:19])[C:16]([C:22]#[C:21][C:23]3[CH:28]=[CH:27][C:26]([CH2:29][OH:30])=[CH:25][CH:24]=3)=[CH:17][C:11]=2[N:10]=1)([CH3:4])([CH3:3])[CH3:2] |^1:41,60|. Procedure details: A 2 mL Biotage™ microwave vial was charged with copper iodide (1.1 mg, 10 mol %), and Pd(PPh3)2Cl2 (2.1 mg, 5 mol %). A solution of (6-chloro-5-iodo-1H-benzoimidazol-2-ylsulfanyl)-acetic acid tert-butyl ester (Intermediate 4, 25.0 mg, 0.059 mmol) in DMF (0.5 mL) was added to the vial, followed by a solution of (4-ethynyl-phenyl)-methanol (15.0 mg, 0.118 mmol) in DMF (250 uL) and TEA (57 uL, 0.41 mmol). The resulting suspension was heated in a microwave synthesizer (Biotage Initiator™) at 120° C.... The reactants are CN(C)C=O, CO, O=C(Cl)C(=O)Cl, O=C(O)c1cccc([N+](=O)[O-])c1Cl, ClCCl. Product: COC(=O)c1cccc([N+](=O)[O-])c1Cl. RXN SMILES: [CH3:14][N:15]([CH3:16])[CH:17]=[O:18].[CH3:25][OH:26].[Cl:19][C:20]([C:21]([Cl:22])=[O:23])=[O:24].[Cl:1][c:2]1[c:3]([C:4](=[O:5])[OH:6])[cH:7][cH:8][cH:9][c:10]1[N+:11](=[O:12])[O-:13].[Cl:27][CH2:28][Cl:29]>>[Cl:1][c:2]1[c:3]([C:4](=[O:5])[O:6][CH3:14])[cH:7][cH:8][cH:9][c:10]1[N+:11](=[O:12])[O-:13]. Reactants: Example 1 ( 1 ), ClCC(=O)C1=CC=C(C=C1)C(F)(F)F (2-chloro-4′-(trifluoromethyl)acetophenone), CC(C(CC(=O)OC)=O)C (methyl 4-methyl-3-oxopentanoate). The product is C(C)(C)C=1OC(=CC1C(=O)OC)C1=CC=C(C=C1)C(F)(F)F (methyl 2-isopropyl-5-[4-(trifluoromethyl)phenyl]-3-furoate). Isolated yield 36.5%. Reaction SMILES: Cl[CH2:2][C:3]([C:5]1[CH:10]=[CH:9][C:8]([C:11]([F:14])([F:13])[F:12])=[CH:7][CH:6]=1)=[O:4].[CH3:15][CH:16]([CH3:24])[C:17](=O)[CH2:18][C:19]([O:21][CH3:22])=[O:20]>>[CH:16]([C:17]1[O:4][C:3]([C:5]2[CH:10]=[CH:9][C:8]([C:11]([F:14])([F:13])[F:12])=[CH:7][CH:6]=2)=[CH:2][C:18]=1[C:19]([O:21][CH3:22])=[O:20])([CH3:24])[CH3:15]. Procedure: An operation similar to that in Example 1 (1) was performed using 2-chloro-4′-(trifluoromethyl)acetophenone (13.4 g) and methyl 4-methyl-3-oxopentanoate (7.2 g) to give the title compound (5.7 g, 36%) as an oil.